From a dataset of the Open Reaction Database (ORD), a public repository of structured organic reaction records. describe an organic reaction: reactants, conditions, products, and yield Starting materials: Oc1cccc2c1CCC2, CCCC[N+](CCCC)(CCCC)CCCC, Cc1oc(-c2ccccc2)nc1CCOS(C)(=O)=O, Cc1ccccc1, [K+], [OH-], O, O=S(=O)([O-])O. Product: Cc1oc(-c2ccccc2)nc1CCOc1cccc2c1CCC2. RXN SMILES: [CH2:20]1[CH2:21][CH2:22][c:23]2[c:24]([OH:29])[cH:25][cH:26][cH:27][c:28]21.[CH2:37]([N+:38]([CH2:39][CH2:40][CH2:41][CH3:42])([CH2:43][CH2:44][CH2:45][CH3:46])[CH2:47][CH2:48][CH2:49][CH3:50])[CH2:51][CH2:52][CH3:53].[CH3:1][c:2]1[c:3]([CH2:13][CH2:14][O:15][S:16]([CH3:17])(=[O:18])=[O:19])[n:4][c:5](-[c:7]2[cH:8][cH:9][cH:10][cH:11][cH:12]2)[o:6]1.[CH3:54][c:55]1[cH:56][cH:57][cH:58][cH:59][cH:60]1.[K+:31].[OH-:30].[OH2:61].[S:32]([O-:33])([OH:34])(=[O:35])=[O:36]>>[CH3:1][c:2]1[c:3]([CH2:13][CH2:14][O:15][c:24]2[c:23]3[c:28]([cH:27][cH:26][cH:25]2)[CH2:20][CH2:21][CH2:22]3)[n:4][c:5](-[c:7]2[cH:8][cH:9][cH:10][cH:11][cH:12]2)[o:6]1.